Dataset: the Open Reaction Database (ORD), a public repository of structured organic reaction records. Task: describe an organic reaction: reactants, conditions, products, and yield Starting materials: N[C@@H](CCC(=O)O)C(=O)O (L-glutamic acid), 2-methyl carboxylate 5,7-dichloro-4-[[(diphenylamino)-carbonyl]amino]-quinoline, NCC(=O)O (glycine), C1=C(ONC1=O)CN ([3H]-muscimol), NCC(=O)O (glycine). Product: N[C@@H](CCC(=O)[O-])C(=O)[O-] (L-glutamate), NCC(=O)O (glycine). Reaction SMILES: [NH2:1][CH2:2][C:3]([OH:5])=[O:4].C1C(=O)NOC=1CN.[NH2:14][C@H:15]([C:21]([OH:23])=[O:22])[CH2:16][CH2:17][C:18]([OH:20])=[O:19]>>[NH2:14][C@H:15]([C:21]([O-:23])=[O:22])[CH2:16][CH2:17][C:18]([O-:20])=[O:19].[NH2:1][CH2:2][C:3]([OH:5])=[O:4]. Reported procedure: Dose-response displacement assays were conducted using 2-methyl carboxylate-5,7-dichloro-4-[[(diphenylamino)-carbonyl]amino]-quinoline and [3H]-TCP (both with and without added glycine), and [3H]-muscimol. Displacement of [3H]-TCP binding was assayed in the presence of 10 uM L-glutamic acid and 3 uM glycine. This assay was conducted twice with triplicate samples and concentrations of test compound ranging from 1 uM to 5 nM. No significant effect on [3H]-TCP binding was observed in this assay. Re... Yields the product C(C)N(CC)CCC1=CC=C(C=C)C=C1.C(=C)C1=C(C=CC=C1)C=C (p-Diethylaminoethylstyrene Divinylbenzene). As a reaction SMILES: [Cl-].[Na+].S([O-])(OCC[CH2:9][CH2:10][CH2:11][CH2:12][CH2:13][CH2:14][CH2:15][CH2:16][CH2:17][CH3:18])(=O)=O.[Na+].[CH2:21]([N:23]([CH2:26][CH2:27][C:28]1[CH:35]=[CH:34][C:31]([CH:32]=[CH2:33])=[CH:30][CH:29]=1)[CH2:24][CH3:25])[CH3:22].C(C1C=CC=CC=1C=C)=C.C(C1C=CC=CC=1)(=O)C.C(OCC)(=O)C1C=CC=CC=1.N(C(C)(C)C#N)=NC(C)(C)C#N>O>[CH2:21]([N:23]([CH2:26][CH2:27][C:28]1[CH:29]=[CH:30][C:31]([CH:32]=[CH2:33])=[CH:34][CH:35]=1)[CH2:24][CH3:25])[CH3:22].[CH:17]([C:16]1[CH:15]=[CH:14][CH:13]=[CH:12][C:11]=1[CH:10]=[CH2:9])=[CH2:18] |f:0.1,2.3,10.11|. Reactants: four, hydroxyapatite, [Cl-].[Na+] (sodium chloride), S(=O)(=O)(OCCCCCCCCCCCC)[O-].[Na+] (sodium lauryl sulfate), C(C)N(CC)CCC1=CC=C(C=C)C=C1 (p-diethylaminoethylstyrene), C(=C)C1=C(C=CC=C1)C=C (divinylbenzene), C(C)(=O)C1=CC=CC=C1 (acetophenone), C(C1=CC=CC=C1)(=O)OCC (ethyl benzoate), N(=NC(C#N)(C)C)C(C#N)(C)C (2,2'-azobisisobutyronitrile). Procedure: Into a 500 ml four necked flask were charged 6 g of hydroxyapatite, 3 g of sodium chloride, 0.3 g of sodium lauryl sulfate and 330 g of pure water, and the mixture was added a mixture of 12.8 g of the same p-diethylaminoethylstyrene as prepared in Synthesis 1, 7.2 g of the same divinylbenzene as in Example 1, 20 g of acetophenone, 20 g of ethyl benzoate and 0.3 g of 2,2'-azobisisobutyronitrile under stirring. Then the mixture was stirred at 60° C. for 1 hour, at 70° C. for 2 hours and further at... Solvent: O (water). Starting materials: N1=CC(=CC=C1)C=O (3-pyridinecarboxaldehyde), lithium enolate, CC(=O)C12CC3CC(CC(C1)C3)C2 (1-adamantyl methyl ketone), C(C)(C)NC(C)C (diisopropylamine), C(CCC)[Li] (butyllithium), CC(=O)C12CC3CC(CC(C1)C3)C2 (1-adamantyl methyl ketone). Solvent: C1CCOC1 (THF), C1CCOC1 (THF), CCCCCC (hexane). Yields the product C12(CC3CC(CC(C1)C3)C2)C(\C=C\C=2C=NC=CC2)=O (trans-1-(1-Adamantyl)-3-(3-pyridyl)-2-propen-1-one). The yield is 69.9%. As a reaction SMILES: C(NC(C)C)(C)C.C([Li])CCC.[CH3:13][C:14]([C:16]12[CH2:25][CH:20]3[CH2:21][CH:22]([CH2:24][CH:18]([CH2:19]3)[CH2:17]1)[CH2:23]2)=[O:15].[N:26]1[CH:31]=[CH:30][CH:29]=[C:28]([CH:32]=O)[CH:27]=1>C1COCC1.CCCCCC>[C:16]12([C:14](=[O:15])/[CH:13]=[CH:32]/[C:28]3[CH:27]=[N:26][CH:31]=[CH:30][CH:29]=3)[CH2:25][CH:20]3[CH2:21][CH:22]([CH2:24][CH:18]([CH2:19]3)[CH2:17]1)[CH2:23]2. Procedure: To a stirred solution of diisopropylamine (1.54 ml, 11 mmol) in THF (40 ml) at 0° C. was added butyllithium (1.6M; 6.25 ml, 10.0 mmol) in hexane, followed after 5 minutes by 1-adamantyl methyl ketone (1.96 g, 11.0 mmol). After stirring for 30 minutes at 0° C. the resulting solution of the lithium enolate of 1-adamantyl methyl ketone was then added to a stirred solution of 3-pyridinecarboxaldehyde (0.94 ml, 10.0 mmol) in THF (12 ml) at room temperature. After 3 hours the mixture was partitioned b...